Dataset: the Open Reaction Database (ORD), a public repository of structured organic reaction records. Task: describe an organic reaction: reactants, conditions, products, and yield Reactants: OC1=C(C(=O)NCCSC2=CC=CC=3N2C=CN3)C=CC=C1 (5-[2-[2-(hydroxy)benzoylamino]ethylthio]imidazo[1,2-a]pyridine), C(=O)(N1C=NC=C1)N1C=NC=C1 (1,1'-carbonyldiimidazole). Run in O1CCCC1 (tetrahydrofuran). Reaction conditions: time 15 hour. The product is O1C(N(C(C2=C1C=CC=C2)=O)CCSC2=CC=CC=1N2C=CN1)=O (5-[2-[2H-1,3-benzooxazine-2,4(3H)-dion-3-yl]ethylthio]imidazo[1,2-a]pyridine). Isolated yield 77.8%. RXN SMILES: [OH:1][C:2]1[CH:22]=[CH:21][CH:20]=[CH:19][C:3]=1[C:4]([NH:6][CH2:7][CH2:8][S:9][C:10]1[N:15]2[CH:16]=[CH:17][N:18]=[C:14]2[CH:13]=[CH:12][CH:11]=1)=[O:5].[C:23](N1C=CN=C1)(N1C=CN=C1)=[O:24]>O1CCCC1>[O:1]1[C:2]2[CH:22]=[CH:21][CH:20]=[CH:19][C:3]=2[C:4](=[O:5])[N:6]([CH2:7][CH2:8][S:9][C:10]2[N:15]3[CH:16]=[CH:17][N:18]=[C:14]3[CH:13]=[CH:12][CH:11]=2)[C:23]1=[O:24]. Procedure details: To a solution of 5-[2-[2-(hydroxy)benzoylamino]ethylthio]imidazo[1,2-a]pyridine (627 mg, 2.00 mmoles) in dry tetrahydrofuran (30 ml) was added 1,1'-carbonyldiimidazole (649 mg, 4.00 mmoles) and the mixture was stirred at room temperature for 15 hours. After the solvent was distilled off, chloroform was added to the residue, which was washed with water and dried over anhydrous magnesium sulfate. After the solvent was distilled off, the residue was purified by column chromatography (eluent: ethyl ...